Dataset: the Open Reaction Database (ORD), a public repository of structured organic reaction records. Task: describe an organic reaction: reactants, conditions, products, and yield Reactants: ClCC=1C=CC(=NC1)C(F)(F)F (5-Chloromethyl-2-trifluoromethyl-pyridine), C(C)OC(=O)C1(CCC1)NC(=O)C1=C(C2=CC=CC=C2C=C1)O (1-[(1-hydroxy-naphthalene-2-carbonyl)-amino]-cyclobutanecarboxylic acid ethyl ester), C([O-])([O-])=O.[Cs+].[Cs+] (cesium carbonate), [I-].[Na+] (sodium iodide). Run in CN(C)C=O (DMF). Run at time 2 hour. The product is C(C)OC(=O)C1(CCC1)NC(=O)C1=C(C2=CC=CC=C2C=C1)OCC=1C=NC(=CC1)C(F)(F)F (1-{[1-(6-Tri-fluoromethyl-pyridin-3-ylmethoxy)-naphthalene-2-carbonyl]-amino}-cyclobutane-carboxylic acid ethyl ester). The yield is 98.8%. Reaction SMILES: [CH2:1]([O:3][C:4]([C:6]1([NH:10][C:11]([C:13]2[CH:22]=[CH:21][C:20]3[C:15](=[CH:16][CH:17]=[CH:18][CH:19]=3)[C:14]=2[OH:23])=[O:12])[CH2:9][CH2:8][CH2:7]1)=[O:5])[CH3:2].C(=O)([O-])[O-].[Cs+].[Cs+].[I-].[Na+].Cl[CH2:33][C:34]1[CH:35]=[CH:36][C:37]([C:40]([F:43])([F:42])[F:41])=[N:38][CH:39]=1>CN(C=O)C>[CH2:1]([O:3][C:4]([C:6]1([NH:10][C:11]([C:13]2[CH:22]=[CH:21][C:20]3[C:15](=[CH:16][CH:17]=[CH:18][CH:19]=3)[C:14]=2[O:23][CH2:33][C:34]2[CH:39]=[N:38][C:37]([C:40]([F:43])([F:41])[F:42])=[CH:36][CH:35]=2)=[O:12])[CH2:9][CH2:8][CH2:7]1)=[O:5])[CH3:2] |f:1.2.3,4.5|. Procedure: 0.3 mmol 1-[(1-hydroxy-naphthalene-2-carbonyl)-amino]-cyclobutanecarboxylic acid ethyl ester (94 mg), 0.6 mmol cesium carbonate (196 mg) (0.75 mmol in case of non-benzylic halides, +1 eq. in case of hydrochlorides) and 0.03 mmol sodium iodide (4 mg) are stirred for 10 min in 3 ml dry DMF. 0.33 mmol 5-Chloromethyl-2-trifluoromethyl-pyridine (65 mg) (0.45 mmol in case of non-benzylic halides) is added and the mixture is stirred for 2 h at RT and then for 5 h at 80° C. The cooled mixture is filtere... The reactants are NC=1C(=NC(=CN1)C)C#N (3-amino-6-methyl-2-pyrazinecarbonitrile), C(C)OCC(=N)N (2-ethoxyacetamidine). Yields the product NC1=NC(=NC2=NC=C(N=C12)C)COCC (4-Amino-2-ethoxymethyl-6-methylpteridine). As a reaction SMILES: [NH2:1][C:2]1[C:3]([C:9]#[N:10])=[N:4][C:5]([CH3:8])=[CH:6][N:7]=1.[CH2:11]([O:13][CH2:14][C:15](N)=[NH:16])[CH3:12]>>[NH2:10][C:9]1[C:3]2[C:2](=[N:7][CH:6]=[C:5]([CH3:8])[N:4]=2)[N:1]=[C:15]([CH2:14][O:13][CH2:11][CH3:12])[N:16]=1. Reported procedure: A suspension of 15.1 g (0.113 mole) of 3-amino-6-methyl-2-pyrazinecarbonitrile [prepared according to E. C. Taylor et al., J. Am. Chem. Soc. 1973, 95, 6413] in the above ethanolic solution of 2-ethoxyacetamidine is refluxed for 2 hours. After cooling, the solution obtained is concentrated to dryness under reduced pressure. The residue is purified by washing with acetone and recrystallization from a mixture of acetone and isopropyl ether Yld: 8.4 g (34%), m.p. 166°-168° C.